Task: describe an organic reaction: reactants, conditions, products, and yield. Dataset: the Open Reaction Database (ORD), a public repository of structured organic reaction records Reactants: FC1=CC(=C(C=C1)NC=1C2=C(N=CN1)SC(=C2C)C(=O)N)O[C@H]2CNCCC2 (4-[4-fluoro-2-((R)-piperidin-3-yloxy)-phenylamino]-5-methyl-thieno[2,3-d]pyrimidine-6-carboxylic acid amide), FC(COS(=O)(=O)C(F)(F)F)(F)F (trifluoro-methanesulfonic acid 2,2,2-trifluoro-ethyl ester). Product: FC1=CC(=C(C=C1)NC=1C2=C(N=CN1)SC(=C2C)C(=O)N)O[C@H]2CN(CCC2)CC2=NOC=N2 (4-[4-Fluoro-2-((R)-1-[1,2,4]oxadiazol-3-ylmethyl-piperidin-3-yloxy)-phenylamino]-5-methyl-thieno[2,3-d]pyrimidine-6-carboxylic acid amide). Reaction SMILES: [F:1][C:2]1[CH:7]=[CH:6][C:5]([NH:8][C:9]2[C:10]3[C:17]([CH3:18])=[C:16]([C:19]([NH2:21])=[O:20])[S:15][C:11]=3[N:12]=[CH:13][N:14]=2)=[C:4]([O:22][C@@H:23]2[CH2:28][CH2:27][CH2:26][NH:25][CH2:24]2)[CH:3]=1.FC(F)(F)[CH2:31][O:32]S(C(F)(F)F)(=O)=O>>[F:1][C:2]1[CH:7]=[CH:6][C:5]([NH:8][C:9]2[C:10]3[C:17]([CH3:18])=[C:16]([C:19]([NH2:21])=[O:20])[S:15][C:11]=3[N:12]=[CH:13][N:14]=2)=[C:4]([O:22][C@@H:23]2[CH2:28][CH2:27][CH2:26][N:25]([CH2:10][C:9]3[N:14]=[CH:31][O:32][N:8]=3)[CH2:24]2)[CH:3]=1. Reported procedure: The following compound was prepared analogously to example 72 from 4-[4-fluoro-2-((R)-piperidin-3-yloxy)-phenylamino]-5-methyl-thieno[2,3-d]pyrimidine-6-carboxylic acid amide and trifluoro-methanesulfonic acid 2,2,2-trifluoro-ethyl ester. Yields the product COC(=O)c1ccc(C(=O)NCc2cccc(N)c2)cc1Br. Reactants: COC(=O)c1ccc(C(=O)NCc2cccc([N+](=O)[O-])c2)cc1Br, CC(=O)O, [Fe], O. RXN SMILES: [CH3:1][O:2][C:3]([c:4]1[c:5]([Br:23])[cH:6][c:7]([C:10](=[O:11])[NH:12][CH2:13][c:14]2[cH:15][c:16]([N+:20]([O-:21])=[O:22])[cH:17][cH:18][cH:19]2)[cH:8][cH:9]1)=[O:24].[CH3:26][C:27](=[O:28])[OH:29].[Fe:30].[OH2:25]>>[CH3:1][O:2][C:3]([c:4]1[c:5]([Br:23])[cH:6][c:7]([C:10](=[O:11])[NH:12][CH2:13][c:14]2[cH:15][c:16]([NH2:20])[cH:17][cH:18][cH:19]2)[cH:8][cH:9]1)=[O:24]. Reactants: CC(=O)[O-], CC(Cl)Cl, [Na+], [Na+], [OH-], COC(=O)c1cccc2[nH]ccc12. Yields the product COC(=O)c1cccc2[nH]cc(C=O)c12. As a reaction SMILES: [C:14]([O-:15])(=[O:16])[CH3:17].[Cl:21][CH:22]([Cl:23])[CH3:24].[Na+:18].[Na+:20].[OH-:19].[nH:1]1[cH:2][cH:3][c:4]2[c:5]([C:10](=[O:11])[O:12][CH3:13])[cH:6][cH:7][cH:8][c:9]12>>[nH:1]1[cH:2][c:3]([CH:14]=[O:16])[c:4]2[c:5]([C:10](=[O:11])[O:12][CH3:13])[cH:6][cH:7][cH:8][c:9]12. The reactants are Cl.O=C1N(CCNC1)C=1C=C2C=CC(=CC2=CC1)C#N (6-(2-Oxopiperazin-1-yl)naphthalene-2-carbonitrile hydrochloride), O=C1OCC2=C1C=CC(=C2)CC=O ((1-Oxo-1,3-dihydro-2-benzofuran-5-yl)acetaldehyde), [Na] (sodium). The reagents and catalysts are C(C)(=O)O (acetic acid). The solvent is C(Cl)Cl (DCM). Run at time 16 hour. The product is O=C1N(CCN(C1)CCC1=CC2=C(C(OC2)=O)C=C1)C=1C=C2C=CC(=CC2=CC1)C#N (6-{2-Oxo-4-[2-(1-oxo-1,3-dihydro-2-benzofuran-5-yl)ethyl]piperazin-1-yl}naphthalene-2-carbonitrile). RXN SMILES: Cl.[O:2]=[C:3]1[CH2:8][NH:7][CH2:6][CH2:5][N:4]1[C:9]1[CH:10]=[C:11]2[C:16](=[CH:17][CH:18]=1)[CH:15]=[C:14]([C:19]#[N:20])[CH:13]=[CH:12]2.[O:21]=[C:22]1[C:26]2[CH:27]=[CH:28][C:29]([CH2:31][CH:32]=O)=[CH:30][C:25]=2[CH2:24][O:23]1.[Na]>C(O)(=O)C.C(Cl)Cl>[O:2]=[C:3]1[CH2:8][N:7]([CH2:32][CH2:31][C:29]2[CH:28]=[CH:27][C:26]3[C:22](=[O:21])[O:23][CH2:24][C:25]=3[CH:30]=2)[CH2:6][CH2:5][N:4]1[C:9]1[CH:10]=[C:11]2[C:16](=[CH:17][CH:18]=1)[CH:15]=[C:14]([C:19]#[N:20])[CH:13]=[CH:12]2 |f:0.1,^1:33|. Reported procedure: To a 25 mL pear shaped flask charged with 6-(2-Oxopiperazin-1-yl)naphthalene-2-carbonitrile hydrochloride [I-5] (30 mg, 0.10 mmol) and a stir bar was added (1-Oxo-1,3-dihydro-2-benzofuran-5-yl)acetaldehyde [I-1] (28 mg, 0.16 mmol), sodium triacetocyborohydride (22 mg, 0.10 mmol), DCM, and a few drops of acetic acid. The mixture was allowed to stir at RT for 16 hours. The title product was purified by mass-directed reverse phase HPLC (AcCN-Water with 0.1% TFA). LC-MS (IE, m/z): 412 [M+1]+. Reactants: ClC1=CC(=C(C=C1Cl)[N+](=O)[O-])C (4,5-Dichloro-2-methyl-nitrobenzene), [OH-].[Na+] (sodium hydroxide). The solvent is [Cl-].[Cl-].[Cl-].[Ti+3] (titanium trichloride). Yields the product ClC1=CC(=C(C=C1Cl)N)C (4,5-Dichloro-2-methyl-phenylamine). Isolated yield 56.1%. Reaction SMILES: [Cl:1][C:2]1[C:7]([Cl:8])=[CH:6][C:5]([N+:9]([O-])=O)=[C:4]([CH3:12])[CH:3]=1.[OH-].[Na+]>[Cl-].[Cl-].[Cl-].[Ti+3]>[Cl:1][C:2]1[C:7]([Cl:8])=[CH:6][C:5]([NH2:9])=[C:4]([CH3:12])[CH:3]=1 |f:1.2,3.4.5.6|. Procedure: 4,5-Dichloro-2-methyl-nitrobenzene 5 (5.0 g, 24.3 mmol) was heated at 100° C. in titanium trichloride (30% in aqueous hdyrochloric acid, 25 mL) for 2 hrs., cooled to RT, the reaction solution was basified to pH 8 with 50% aqueous sodium hydroxide, then extracted with ethyl acetate. The ethyl acetate layer was washed with water, brine, dried over sodium sulfate, filtered and concentrated. The residue was purified by silica gel chromatography using 10% ethyl acetate in hexanes to give 2.4 g (56%) ... Starting materials: C1CCOC1, CC1(CN2CCN(C(=O)OCc3ccc(O[Si](C)(C)C(C)(C)C)cc3)CC2)Cn2cc([N+](=O)[O-])nc2O1, CCCC[N+](CCCC)(CCCC)CCCC, CCOC(C)=O, [F-]. Yields the product CC1(CN2CCN(C(=O)OCc3ccc(O)cc3)CC2)Cn2cc([N+](=O)[O-])nc2O1. As a reaction SMILES: [CH2:56]1[O:57][CH2:58][CH2:59][CH2:60]1.[CH3:1][C:2]1([CH2:13][N:14]2[CH2:15][CH2:16][N:17]([C:20](=[O:21])[O:22][CH2:23][c:24]3[cH:25][cH:26][c:27]([O:30][Si:31]([C:32]([CH3:33])([CH3:34])[CH3:35])([CH3:36])[CH3:37])[cH:28][cH:29]3)[CH2:18][CH2:19]2)[CH2:3][n:4]2[c:5]([n:7][c:8]([N+:10](=[O:11])[O-:12])[cH:9]2)[O:6]1.[CH3:39][CH2:40][CH2:41][CH2:42][N+:43]([CH2:44][CH2:45][CH2:46][CH3:47])([CH2:48][CH2:49][CH2:50][CH3:51])[CH2:52][CH2:53][CH2:54][CH3:55].[CH3:61][CH2:62][O:63][C:64](=[O:65])[CH3:66].[F-:38]>>[CH3:1][C:2]1([CH2:13][N:14]2[CH2:15][CH2:16][N:17]([C:20](=[O:21])[O:22][CH2:23][c:24]3[cH:25][cH:26][c:27]([OH:30])[cH:28][cH:29]3)[CH2:18][CH2:19]2)[CH2:3][n:4]2[c:5]([n:7][c:8]([N+:10](=[O:11])[O-:12])[cH:9]2)[O:6]1.